This data is from the Open Reaction Database (ORD), a public repository of structured organic reaction records. The task is: describe an organic reaction: reactants, conditions, products, and yield The reactants are C(C1=CC=CC=C1)O[C@H]1C[C@@H](OC)O[C@@H](C1)COS(=O)(=O)C1=CC=C(C)C=C1 (Methyl 3-O-benzyl-6-O-tosyl-2,4-dideoxy-α-D-erythro-hexopyranoside), [I-].[Na+] (sodium iodide), fluorosilica-methylene chloride. Reagents/catalysts: OP(=O)O.O[Mo](=O)(=O)O (phosphomolybdic acid). Run in CC(=O)C (acetone). Run at time 24 hour. Yields the product C(C1=CC=CC=C1)O[C@H]1C[C@@H](OC)O[C@@H](C1)CI (methyl 3-O-benzyl-6-iodo-2,4,6-trideoxy-α-D-erythro-hexopyranoside). The yield is 75.2%. Reaction SMILES: [CH2:1]([O:8][C@@H:9]1[CH2:16][C@@H:15]([CH2:17]OS(C2C=CC(C)=CC=2)(=O)=O)[O:14][C@H:11]([O:12][CH3:13])[CH2:10]1)[C:2]1[CH:7]=[CH:6][CH:5]=[CH:4][CH:3]=1.[I-:29].[Na+]>CC(C)=O.OP(O)=O.O[Mo](O)(=O)=O>[CH2:1]([O:8][C@@H:9]1[CH2:16][C@@H:15]([CH2:17][I:29])[O:14][C@H:11]([O:12][CH3:13])[CH2:10]1)[C:2]1[CH:7]=[CH:6][CH:5]=[CH:4][CH:3]=1 |f:1.2,4.5|. Procedure details: Methyl 3-O-benzyl-6-O-tosyl-2,4-dideoxy-α-D-erythro-hexopyranoside (3.0 g; 7.34 mmoles) and sodium iodide (13 g; 86.7 mmoles) are dissolved in acetone (130 ml). The resulting solution is refluxed under nitrogen and protected from the light for 24 hours. When tlc shows the reaction is complete (fluorosilica-methylene chloride, visualization with phosphomolybdic acid and heat), the acetone is evaporated in vacuo. The residue is partitioned between ether and water. The ether layer is washed with di... Starting materials: [O-]CC.[Na+] (sodium ethoxide), BrCCCCCCOC1=C(C=C(C=C1C=O)C)C=O (2-(6-bromohexyloxy)-5-methyl-1,3-benzenedicarboxaldehyde), C(C1=CC=CC=C1)S (benzyl mercaptan). Run in C(C)O (ethanol). Yields the product C(C1=CC=CC=C1)SCCCCCCOC1=C(C=C(C=C1C=O)C)C=O (2-(6-benzylthiohexyloxy)-5-methyl-1,3-benzenedicarboxaldehyde). RXN SMILES: [O-]CC.[Na+].Br[CH2:6][CH2:7][CH2:8][CH2:9][CH2:10][CH2:11][O:12][C:13]1[C:18]([CH:19]=[O:20])=[CH:17][C:16]([CH3:21])=[CH:15][C:14]=1[CH:22]=[O:23].[CH2:24]([SH:31])[C:25]1[CH:30]=[CH:29][CH:28]=[CH:27][CH:26]=1>C(O)C>[CH2:24]([S:31][CH2:6][CH2:7][CH2:8][CH2:9][CH2:10][CH2:11][O:12][C:13]1[C:18]([CH:19]=[O:20])=[CH:17][C:16]([CH3:21])=[CH:15][C:14]=1[CH:22]=[O:23])[C:25]1[CH:30]=[CH:29][CH:28]=[CH:27][CH:26]=1 |f:0.1|. Procedure details: A solution of sodium ethoxide (69 mg sodium, 3 mmol in ethanol 1 ml) was added to a stirred suspension of 2-(6-bromohexyloxy)-5-methyl-1,3-benzenedicarboxaldehyde (0.98 g, 3 mmol) and benzyl mercaptan (0.35 g, 3 mmol) in ethanol (10 ml) at room temperature under nitrogen. After 1 hour evaporated, water (10 ml) and 2M sodium hydroxide (2 ml) added and extracted with diethyl ether (10 ml). The extracts were washed with water, dried, filtered and evaporated to an oil (1.12 g). Chromatography on sil... Reactants: OC1CC(N(C1)C(C1=CC2=C(C=C1)OCO2)=O)C(=O)O (4-hydroxy-1-(3,4-methylenedioxybenzoyl)pyrrolidine-2-carboxylic acid), OC1CC(N(C1)C(C1=CC=C(C=C1)OC)=O)C(=O)O (4-HYDROXY-1-(4-METHOXYBENZOYL)PYRROLIDINE-2-CARBOXYLIC ACID). The product is OC1CC(N(C1)C(C1=CC=C(C=C1)OC)=O)C(=O)OC (METHYL 4-HYDROXY-1-(4-METHOXYBENZOYL)PYRROLIDINE-2-CARBOXYLATE). Yield: 40.0%. As a reaction SMILES: [OH:1][CH:2]1[CH2:6][N:5]([C:7](=[O:17])[C:8]2[CH:13]=[CH:12][C:11]3[O:14][CH2:15]O[C:10]=3[CH:9]=2)[CH:4]([C:18]([OH:20])=[O:19])[CH2:3]1.O[CH:22]1CN(C(=O)C2C=CC(OC)=CC=2)C(C(O)=O)C1>>[OH:1][CH:2]1[CH2:6][N:5]([C:7](=[O:17])[C:8]2[CH:13]=[CH:12][C:11]([O:14][CH3:15])=[CH:10][CH:9]=2)[CH:4]([C:18]([O:20][CH3:22])=[O:19])[CH2:3]1. Reported procedure: By carrying out the procedure as in Example 11, but replacing 4-hydroxy-1-(3,4-methylenedioxybenzoyl)pyrrolidine-2-carboxylic acid by the 4-hydroxy-1-(4-methoxy-benzoyl)pyrrolidine-2-carboxylic acid obtained in Example 57, the title product is obtained. Procedure details: To a degassed solution of 5-(6-chloro-5-formylpyridin-2-yl)-2-(4-fluorophenyl)-N-methyl-6-(N-methylmethylsulfonamido)benzofuran-3-carboxamide (150 mg, 0.29 mmol) and 4-fluoro-2-(4,4,5,5-tetramethyl-1,3,2-dioxaborolan-2-yl)-1H-indole (94 mg, 0.35 mmol) in 1,4-dioxane (3 mL) and water (200 μL) was added CS2CO3 (189 mg, 0.58 mmol) and 1,1′-bis(di-tert-butylphosphino)ferrocene palladium chloride (30 mg, 0.05 mmol) under N2 protection. The resulting mixture was heated to 90° C. and stirred for 3 hour... The yield is 22.4%. Run at temperature 90 celsius, time 3 hour. Product: FC=1C=2C=C3N(C2C=CC1)C(C1=C3N=C(C=C1)C=1C(=CC3=C(C(=C(O3)C3=CC=C(C=C3)F)C(=O)NC)C1)N(S(=O)(=O)C)C)O (5-(10-fluoro-5-hydroxy-5H-pyrido[2′,3′:3,4]pyrrolo[1,2-a]indol-2-yl)-2-(4-fluorophenyl)-N-methyl-6-(N-methylmethylsulfonamido)benzofuran-3-carboxamide). Run in O1CCOCC1 (1,4-dioxane), O (water). Reagents/catalysts: [Pd](Cl)Cl.C(C)(C)(C)P([C-]1C=CC=C1)C(C)(C)C.[C-]1(C=CC=C1)P(C(C)(C)C)C(C)(C)C.[Fe+2] (1,1′-bis(di-tert-butylphosphino)ferrocene palladium chloride). As a reaction SMILES: Cl[C:2]1[N:7]=[C:6]([C:8]2[C:9]([N:28]([CH3:33])[S:29]([CH3:32])(=[O:31])=[O:30])=[CH:10][C:11]3[O:15][C:14]([C:16]4[CH:21]=[CH:20][C:19]([F:22])=[CH:18][CH:17]=4)=[C:13]([C:23]([NH:25][CH3:26])=[O:24])[C:12]=3[CH:27]=2)[CH:5]=[CH:4][C:3]=1[CH:34]=[O:35].[F:36][C:37]1[CH:45]=[CH:44][CH:43]=[C:42]2[C:38]=1[CH:39]=[C:40](B1OC(C)(C)C(C)(C)O1)[NH:41]2>O1CCOCC1.O.[Pd](Cl)Cl.C(P(C(C)(C)C)[C-]1C=CC=C1)(C)(C)C.[C-]1(P(C(C)(C)C)C(C)(C)C)C=CC=C1.[Fe+2]>[F:36][C:37]1[C:38]2[CH:39]=[C:40]3[C:2]4[N:7]=[C:6]([C:8]5[C:9]([N:28]([CH3:33])[S:29]([CH3:32])(=[O:30])=[O:31])=[CH:10][C:11]6[O:15][C:14]([C:16]7[CH:21]=[CH:20][C:19]([F:22])=[CH:18][CH:17]=7)=[C:13]([C:23]([NH:25][CH3:26])=[O:24])[C:12]=6[CH:27]=5)[CH:5]=[CH:4][C:3]=4[CH:34]([OH:35])[N:41]3[C:42]=2[CH:43]=[CH:44][CH:45]=1 |f:4.5.6.7|. The reactants are ClC1=C(C=CC(=N1)C=1C(=CC2=C(C(=C(O2)C2=CC=C(C=C2)F)C(=O)NC)C1)N(S(=O)(=O)C)C)C=O (5-(6-chloro-5-formylpyridin-2-yl)-2-(4-fluorophenyl)-N-methyl-6-(N-methylmethylsulfonamido)benzofuran-3-carboxamide), FC1=C2C=C(NC2=CC=C1)B1OC(C(O1)(C)C)(C)C (4-fluoro-2-(4,4,5,5-tetramethyl-1,3,2-dioxaborolan-2-yl)-1H-indole), CS2CO3. Starting materials: CN(CCCOC=1C=NC(=NC1)C=1C=C(C(=O)OC)C=CC1)C (methyl 3-[5-(3-dimethylaminopropoxy)pyrimidin-2-yl]benzoate), S(=O)(=O)([O-])[O-].[Na+].[Na+] (sodium sulfate), solution, [H-].C(C(C)C)[Al+]CC(C)C (diisobutylaluminium hydride). The solvent is C1CCOC1 (THF), C1CCOC1 (THF). Product: CN(CCCOC=1C=NC(=NC1)C=1C=C(C=CC1)CO)C ({3-[5-(3-dimethylaminopropoxy)pyrimidin-2-yl]phenyl}-methanol). Reaction SMILES: [H-].C([Al+]CC(C)C)C(C)C.[CH3:11][N:12]([CH3:33])[CH2:13][CH2:14][CH2:15][O:16][C:17]1[CH:18]=[N:19][C:20]([C:23]2[CH:24]=[C:25]([CH:30]=[CH:31][CH:32]=2)[C:26](OC)=[O:27])=[N:21][CH:22]=1.S([O-])([O-])(=O)=O.[Na+].[Na+]>C1COCC1>[CH3:33][N:12]([CH3:11])[CH2:13][CH2:14][CH2:15][O:16][C:17]1[CH:22]=[N:21][C:20]([C:23]2[CH:24]=[C:25]([CH2:26][OH:27])[CH:30]=[CH:31][CH:32]=2)=[N:19][CH:18]=1 |f:0.1,3.4.5|. Procedure details: 200 ml of a 1 M solution of diisobutylaluminium hydride in THF are added dropwise with stirring to a solution, kept under nitrogen, of 12.6 g (40.0 mmol) of methyl 3-[5-(3-dimethylaminopropoxy)pyrimidin-2-yl]benzoate in 200 ml of THF. After the mixture has been stirred at room temperature for 1 hour, 10 ml of a saturated aqueous sodium sulfate solution are added dropwise. The resultant precipitate is filtered off with suction and washed with dichloromethane. The filtrate is dried over sodium sul... The reactants are FC1=CC=C(CC2CCN(CC2)C(C(=O)NC2=CC(=CC=C2)[N+](=O)[O-])=O)C=C1 (2-[4-(4-Fluoro-benzyl)-piperidin-1-yl]-N-(3-nitro-phenyl)-2-oxo-acetamide). Run in C(C)OCC (diethylether). Product: NC=1C=C(C=CC1)NC(C(=O)N1CCC(CC1)CC1=CC=C(C=C1)F)=O (N-(3-Amino-phenyl)-2-[4-(4-fluoro-benzyl)-piperidin-1-yl]-2-oxo-acetamide). RXN SMILES: [F:1][C:2]1[CH:28]=[CH:27][C:5]([CH2:6][CH:7]2[CH2:12][CH2:11][N:10]([C:13](=[O:26])[C:14]([NH:16][C:17]3[CH:22]=[CH:21][CH:20]=[C:19]([N+:23]([O-])=O)[CH:18]=3)=[O:15])[CH2:9][CH2:8]2)=[CH:4][CH:3]=1>C(OCC)C>[NH2:23][C:19]1[CH:18]=[C:17]([NH:16][C:14](=[O:15])[C:13]([N:10]2[CH2:11][CH2:12][CH:7]([CH2:6][C:5]3[CH:27]=[CH:28][C:2]([F:1])=[CH:3][CH:4]=3)[CH2:8][CH2:9]2)=[O:26])[CH:22]=[CH:21][CH:20]=1. Procedure details: The title compound is prepared from 2-[4-(4-fluoro-benzyl)-piperidin-1-yl]-N-(3-nitro-phenyl)-2-oxo-acetamide (Example 15) according to the method described in Example 11. Melting Point: 117-120° C. (diethylether) Reactants: O=[O+][O-] (ozone), FC1=CC(=C(C#N)C=C1CC=C)OC (4-fluoro-2-methoxy-5-(prop-2-en-1-yl)benzonitrile), [BH4-].[Na+] (sodium borohydride). Solvent: CCOCC.O (ether water), CO (methanol). Run at temperature 0 celsius, time 30 minute. Product: FC1=CC(=C(C#N)C=C1CCO)OC (4-Fluoro-5-(2-hydroxyethyl)-2-methoxybenzonitrile). As a reaction SMILES: [F:1][C:2]1[C:9]([CH2:10][CH:11]=C)=[CH:8][C:5]([C:6]#[N:7])=[C:4]([O:13][CH3:14])[CH:3]=1.[O:15]=[O+][O-].[BH4-].[Na+]>CO.CCOCC.O>[F:1][C:2]1[C:9]([CH2:10][CH2:11][OH:15])=[CH:8][C:5]([C:6]#[N:7])=[C:4]([O:13][CH3:14])[CH:3]=1 |f:2.3,5.6|. Reported procedure: A solution of 4-fluoro-2-methoxy-5-(prop-2-en-1-yl)benzonitrile (1.2 g, 6.0 mmol) in methanol (50 mL) was cooled in a dry ice acetone bath and treated with ozone. Since the starting material was contaminated with some tributylstanane residue from the previous reaction, the reaction turned brown at first. The mixture was flushed with nitrogen and quenched with dimethylsulfide (4 mL). The solution was allow to warm to about 0° C. which resulted in a clear yellow solution and then sodium borohydrid... Starting materials: CC1=NC(=NN1)CC1=C(C=CC=C1)N=C=S (5-methyl-3-(o-isothiocyanatobenzyl)-1,2,4-triazole). Solvent: C1(=CC=CC=C1)C (toluene). Yields the product CC=1N=C2N(C(NC3=C(C2)C=CC=C3)=S)N1 (2-methyl-11H-1,2,4-triazolo[2,3-c][1,3]-benzodiazepine-5(6H)-thione). Reaction SMILES: [CH3:1][C:2]1[NH:6][N:5]=[C:4]([CH2:7][C:8]2[CH:13]=[CH:12][CH:11]=[CH:10][C:9]=2[N:14]=[C:15]=[S:16])[N:3]=1>C1(C)C=CC=CC=1>[CH3:1][C:2]1[N:3]=[C:4]2[CH2:7][C:8]3[CH:13]=[CH:12][CH:11]=[CH:10][C:9]=3[NH:14][C:15](=[S:16])[N:5]2[N:6]=1. Reported procedure: A suspension of 8 g of 5-methyl-3-(o-isothiocyanatobenzyl)-1,2,4-triazole in 100 ml of toluene is refluxed overnight and cooled to room temperature to give 2-methyl-11H-1,2,4-triazolo[2,3-c][1,3]-benzodiazepine-5(6H)-thione. Treatment with methyl iodide as described above yields 2-methyl-5-methylthio-11H-1,2,4-triazolo[2,3-c][1,3]benzodiazepine. The reactants are N1=CC=CC=C1 (pyridine), C(C)(C)(C)OC(NCCOC1=CC(=CC=C1)C(=O)NC=1C(=CN2C=CC=CC12)C)=O (tert-butyl[2-(3-{[(2-methylindolizin-1-yl)amino]-carbonyl}phenoxy)ethyl]carbamate), ClC(=O)C=1C=CC(=C(C(=O)OCC2=CC=CC=C2)C1)NC(C(F)(F)F)=O (benzyl 5-(chlorocarbonyl)-2-[(trifluoroacetyl)amino]benzoate). Run in ClCCl (dichloromethane). Reaction conditions: time 16 hour. The product is C(C)(C)(C)OC(=O)NCCOC=1C=C(C(=O)NC=2C(=C(N3C=CC=CC23)C(=O)C=2C=CC(=C(C(=O)OCC3=CC=CC=C3)C2)NC(C(F)(F)F)=O)C)C=CC1 (Benzyl 5-({1-[(3-{2-[(tert-butoxycarbonyl)amino]ethoxy}benzoyl)amino]-2-methylindolizin-3-yl}carbonyl)-2-[(trifluoroacetyl)amino]benzoate). Yield: 37.9%. As a reaction SMILES: N1C=CC=CC=1.[C:7]([O:11][C:12](=[O:36])[NH:13][CH2:14][CH2:15][O:16][C:17]1[CH:22]=[CH:21][CH:20]=[C:19]([C:23]([NH:25][C:26]2[C:27]([CH3:35])=[CH:28][N:29]3[C:34]=2[CH:33]=[CH:32][CH:31]=[CH:30]3)=[O:24])[CH:18]=1)([CH3:10])([CH3:9])[CH3:8].Cl[C:38]([C:40]1[CH:41]=[CH:42][C:43]([NH:56][C:57](=[O:62])[C:58]([F:61])([F:60])[F:59])=[C:44]([CH:55]=1)[C:45]([O:47][CH2:48][C:49]1[CH:54]=[CH:53][CH:52]=[CH:51][CH:50]=1)=[O:46])=[O:39]>ClCCl>[C:7]([O:11][C:12]([NH:13][CH2:14][CH2:15][O:16][C:17]1[CH:18]=[C:19]([CH:20]=[CH:21][CH:22]=1)[C:23]([NH:25][C:26]1[C:27]([CH3:35])=[C:28]([C:38]([C:40]2[CH:41]=[CH:42][C:43]([NH:56][C:57](=[O:62])[C:58]([F:61])([F:59])[F:60])=[C:44]([CH:55]=2)[C:45]([O:47][CH2:48][C:49]2[CH:54]=[CH:53][CH:52]=[CH:51][CH:50]=2)=[O:46])=[O:39])[N:29]2[C:34]=1[CH:33]=[CH:32][CH:31]=[CH:30]2)=[O:24])=[O:36])([CH3:10])([CH3:9])[CH3:8]. Procedure: 4.43 ml (43.7 mmol) of pyridine and 8.95 g (21.9 mmol) of tert-butyl[2-(3-{[(2-methylindolizin-1-yl)amino]-carbonyl}phenoxy)ethyl]carbamate are added to the suspension of 9.27 g (24.0 mmol) of benzyl 5-(chlorocarbonyl)-2-[(trifluoroacetyl)amino]benzoate in 180 ml of dichloromethane. The reaction medium that has turned greenish is stirred at ambient temperature for 16 hours. It is concentrated to dryness and the residue is taken up in diisopropyl ether and ethanol. The solid in suspension is filt... As a reaction SMILES: [CH3:1][N:2]([CH3:15])[C:3]1[CH:8]=[CH:7][C:6]([S:9]([CH2:12][CH2:13]Cl)(=[O:11])=[O:10])=[CH:5][CH:4]=1.[CH:16]([NH2:19])([CH3:18])[CH3:17]>>[CH3:1][N:2]([CH3:15])[C:3]1[CH:8]=[CH:7][C:6]([S:9]([CH2:12][CH2:13][NH:19][CH:16]([CH3:18])[CH3:17])(=[O:11])=[O:10])=[CH:5][CH:4]=1. Product: CN(C1=CC=C(C=C1)S(=O)(=O)CCNC(C)C)C (N-[2-[(4-Dimethylaminophenyl)sulfonyl]ethyl]-2-propanamine). Procedure: 2-Chloroethyl 4-dimethylaminophenyl sulfone is reacted as in Preparation 19 with isopropylamine to give the title compound. The reactants are CN(C1=CC=C(C=C1)S(=O)(=O)CCCl)C (2-Chloroethyl 4-dimethylaminophenyl sulfone), C(C)(C)N (isopropylamine).